Dataset: the Open Reaction Database (ORD), a public repository of structured organic reaction records. Task: describe an organic reaction: reactants, conditions, products, and yield Starting materials: NC1=C(C(=O)NCC(=O)N[C@H]2CNCC2)C=C(C=C1)OC(F)(F)F ((R)-3-[[N-(2-amino-5-(trifluoromethoxyl)benzoyl)glycyl]amino]pyrrolidine), ClC1=C(CCl)C=CC(=C1)Cl (2,4-dichlorobenzyl chloride), C(C)#N (acetonitrile). Run in C(Cl)(Cl)Cl (chloroform). Run at time 8 hour. Product: NC1=C(C(=O)NCC(=O)N[C@H]2CN(CC2)CC2=C(C=C(C=C2)Cl)Cl)C=C(C=C1)OC(F)(F)F ((R)-3-[[N-(2-amino-5-(trifluoromethoxy)benzoyl]glycyl]amino]-1-(2,4-dichlorobenzyl)pyrrolidine). As a reaction SMILES: [NH2:1][C:2]1[CH:19]=[CH:18][C:17]([O:20][C:21]([F:24])([F:23])[F:22])=[CH:16][C:3]=1[C:4]([NH:6][CH2:7][C:8]([NH:10][C@@H:11]1[CH2:15][CH2:14][NH:13][CH2:12]1)=[O:9])=[O:5].[Cl:25][C:26]1[CH:33]=[C:32]([Cl:34])[CH:31]=[CH:30][C:27]=1[CH2:28]Cl.C(#N)C>C(Cl)(Cl)Cl>[NH2:1][C:2]1[CH:19]=[CH:18][C:17]([O:20][C:21]([F:24])([F:22])[F:23])=[CH:16][C:3]=1[C:4]([NH:6][CH2:7][C:8]([NH:10][C@@H:11]1[CH2:15][CH2:14][N:13]([CH2:28][C:27]2[CH:30]=[CH:31][C:32]([Cl:34])=[CH:33][C:26]=2[Cl:25])[CH2:12]1)=[O:9])=[O:5]. Procedure: A mixture of (R)-3-[[N-(2-amino-5-(trifluoromethoxyl)benzoyl)glycyl]amino]pyrrolidine (0.050 mmol) with 2,4-dichlorobenzyl chloride (0.066 mL), a piperidinomethylpolystyrene (60 mg), acetonitrile (0.8 mL) and chloroform (0.5 mL) was stirred at 60° C. for 12 hours. The resulting reaction mixture was cooled to room temperature, loaded onto a Varian™ SCX column and washed with a 50% chloroform/methanol (10 mL) and methanol (10 mL). The obtained crude product was eluted with a solution of 2 M NH3 in... Starting materials: CCNCC, CN(C)C=O, COc1ccc(-c2cc(C(F)(F)F)ccc2C(=O)O)cc1OC, ClCCCl, C1CCOC1, O=S(Cl)Cl. Yields the product CCN(CC)C(=O)c1ccc(C(F)(F)F)cc1-c1ccc(OC)c(OC)c1. RXN SMILES: [CH2:32]([CH3:33])[NH:34][CH2:35][CH3:36].[CH3:42][N:43]([CH3:44])[CH:45]=[O:46].[CH3:5][O:6][c:7]1[cH:8][c:9](-[c:15]2[c:16]([C:17](=[O:18])[OH:19])[cH:20][cH:21][c:22]([C:24]([F:25])([F:26])[F:27])[cH:23]2)[cH:10][cH:11][c:12]1[O:13][CH3:14].[Cl:1][CH2:2][CH2:3][Cl:4].[O:37]1[CH2:38][CH2:39][CH2:40][CH2:41]1.[S:28]([Cl:29])([Cl:30])=[O:31]>>[CH3:5][O:6][c:7]1[cH:8][c:9](-[c:15]2[c:16]([C:17](=[O:18])[N:34]([CH2:32][CH3:33])[CH2:35][CH3:36])[cH:20][cH:21][c:22]([C:24]([F:25])([F:26])[F:27])[cH:23]2)[cH:10][cH:11][c:12]1[O:13][CH3:14]. The reactants are [N+](=O)([O-])C1=C(C=C(C=C1C)C)C (Nitromesitylene), BrN1C(CCC1=O)=O (N-bromosuccinimide), N(=NC(C#N)(C)C)C(C#N)(C)C (azobisisobutyronitrile). The solvent is C(Cl)(Cl)(Cl)Cl (carbon tetrachloride). The product is BrCC1=CC(=C(C(=C1)C)[N+](=O)[O-])C (4-bromomethyl-2,6-dimethylnitrobenzene). As a reaction SMILES: [N+:1]([C:4]1[C:9]([CH3:10])=[CH:8][C:7]([CH3:11])=[CH:6][C:5]=1[CH3:12])([O-:3])=[O:2].[Br:13]N1C(=O)CCC1=O.N(C(C)(C)C#N)=NC(C)(C)C#N>C(Cl)(Cl)(Cl)Cl>[Br:13][CH2:11][C:7]1[CH:8]=[C:9]([CH3:10])[C:4]([N+:1]([O-:3])=[O:2])=[C:5]([CH3:12])[CH:6]=1. Reported procedure: Nitromesitylene (20.0 g) is added to a mixture of N-bromosuccinimide (11.7g, 2 equivalents) and azobisisobutyronitrile (10 mg) in carbon tetrachloride (1000 ml). The flask is illuminated with a bright incandescent bulb (controlled by a Variac) with stirring until reflux occurs; an additional heat source is required. After 4 hours the reaction mixture is cooled, evaporated to a residue and partitioned between water and dichloromethane. The organic phase is separated, dried, and evaporated to a re... Reactants: CC1CCCC(C)N1, CO, O=C(O)C(Cl)Cc1ccccc1[N+](=O)[O-], [H][H], O. Product: CC1CCCC(C)N1, Nc1ccccc1CC(Cl)C(=O)O. Reaction SMILES: [CH3:16][CH:17]1[NH:18][CH:19]([CH3:23])[CH2:20][CH2:21][CH2:22]1.[CH3:27][OH:28].[Cl:1][CH:2]([C:3](=[O:4])[OH:5])[CH2:6][c:7]1[c:8]([N+:13]([O-:14])=[O:15])[cH:9][cH:10][cH:11][cH:12]1.[H:24][H:25].[OH2:26]>>[CH3:16][CH:17]1[NH:18][CH:19]([CH3:23])[CH2:20][CH2:21][CH2:22]1.[Cl:1][CH:2]([C:3](=[O:4])[OH:5])[CH2:6][c:7]1[c:8]([NH2:13])[cH:9][cH:10][cH:11][cH:12]1.